This data is from the Open Reaction Database (ORD), a public repository of structured organic reaction records. The task is: describe an organic reaction: reactants, conditions, products, and yield Starting materials: FC(C(C(=O)O)NC(=O)OC(C)(C)C)CCC(C(=O)O)NC(=O)OC(C)(C)C (3-fluoro-2,6-di-tert.-butoxycarbonylaminopimelic acid). Solvent: CCOCC (ether), Cl (HCl). Reaction conditions: time 8 hour. The product is FC(CC[C@H](N)C(=O)O)C(N)C(=O)O (δ-fluoro-ε-carboxlysine). The yield is 20.9%. As a reaction SMILES: [F:1][CH:2]([CH2:15][CH2:16][CH:17]([NH:21]C(OC(C)(C)C)=O)[C:18]([OH:20])=[O:19])[CH:3]([NH:7]C(OC(C)(C)C)=O)[C:4]([OH:6])=[O:5]>CCOCC.Cl>[F:1][CH:2]([CH:3]([C:4]([OH:6])=[O:5])[NH2:7])[CH2:15][CH2:16][C@@H:17]([C:18]([OH:20])=[O:19])[NH2:21]. Procedure details: 3-fluoro-2,6-di-tert.-butoxycarbonylaminopimelic acid (940 mg, 2.3 mmoles) is dissolved in ether saturated with HCl gas, and the mixture is stirred overnight. The white crystals are filtered off and dissolved in isopropanol/ethanol. After filtration through a membrane filter (Millipore), propylene oxide (0.6 mL) is added. The precipitate is stirred with isopropanol and filtered off again. Crystallization from water/ethanol/isopropanol gives the pure title compound (100 mg) containing 0.2 moles o... Reported procedure: 3-(2-Amino-6-chloropyrimidin-4-ylsulfanyl)propionic acid (211 mg, 0.903 mmol) obtained in Step 1 of Example 2-8 was dissolved in a mixture of dichloromethane (5.0 ml) and N,N-dimethylformamide (2.0 ml), and then 1-hydroxybenzotriazole monohydrate (139 mg, 0.887 mmol), (S)-2-amino-5-tert-butoxycarbonylaminopentanoic acid methyl ester (202 mg, 0.822 mmol), 1-ethyl-3-(3′-dimethylaminopropyl)carbodiimide hydrochloride (173 mg, 0.902 mmol), and diisopropylethylamine (0.157 ml, 0.901 mmol) were added ... Reactants: O.ON1N=NC2=C1C=CC=C2 (1-hydroxybenzotriazole monohydrate), COC([C@H](CCCNC(=O)OC(C)(C)C)N)=O ((S)-2-amino-5-tert-butoxycarbonylaminopentanoic acid methyl ester), Cl.C(C)N=C=NCCCN(C)C (1-ethyl-3-(3′-dimethylaminopropyl)carbodiimide hydrochloride), C(C)(C)N(CC)C(C)C (diisopropylethylamine), NC1=NC(=CC(=N1)SCCC(=O)O)Cl (3-(2-amino-6-chloropyrimidin-4-ylsulfanyl)propionic acid). Conditions: time 4 hour. Run in O (water), ClCCl (dichloromethane), CN(C=O)C (N,N-dimethylformamide). The product is COC([C@H](CCCNC(=O)OC(C)(C)C)NC(CCSC1=NC(=NC(=C1)Cl)N)=O)=O ((S)-2-[3-(2-amino-6-chloropyrimidin-4-ylsulfanyl)propionylamino]-5-tert-butoxycarbonylamino pentanoic acid methyl ester). Yield: 94.5%. Reaction SMILES: [NH2:1][C:2]1[N:7]=[C:6]([S:8][CH2:9][CH2:10][C:11]([OH:13])=O)[CH:5]=[C:4]([Cl:14])[N:3]=1.O.ON1C2C=CC=CC=2N=N1.[CH3:26][O:27][C:28](=[O:42])[C@@H:29]([NH2:41])[CH2:30][CH2:31][CH2:32][NH:33][C:34]([O:36][C:37]([CH3:40])([CH3:39])[CH3:38])=[O:35].Cl.C(N=C=NCCCN(C)C)C.C(N(C(C)C)CC)(C)C>ClCCl.CN(C)C=O.O>[CH3:26][O:27][C:28](=[O:42])[C@@H:29]([NH:41][C:11](=[O:13])[CH2:10][CH2:9][S:8][C:6]1[CH:5]=[C:4]([Cl:14])[N:3]=[C:2]([NH2:1])[N:7]=1)[CH2:30][CH2:31][CH2:32][NH:33][C:34]([O:36][C:37]([CH3:38])([CH3:40])[CH3:39])=[O:35] |f:1.2,4.5|. Starting materials: C(C1=CN=CC=C1)(=O)Cl (nicotinoyl chloride), C(C1=CC=CC=C1)O[C@H]1C[C@@H](O[C@@H]1CO)N1C(=O)NC(=O)C(=C1)F (3'-O-benzyl-2'-deoxy-5-fluorouridine). Run in N1=CC=CC=C1 (pyridine). Run at time 3 hour. Yields the product C(C1=CC=CC=C1)O[C@H]1C[C@@H](O[C@@H]1COC(C1=CN=CC=C1)=O)N1C(=O)NC(=O)C(=C1)F (3'-O-benzyl-2'-deoxy-5-fluoro-5'-O-nicotinoyluridine). The yield is 69.0%. As a reaction SMILES: [C:1](Cl)(=[O:8])[C:2]1[CH:7]=[CH:6][CH:5]=[N:4][CH:3]=1.[CH2:10]([O:17][C@@H:18]1[C@@H:22]([CH2:23][OH:24])[O:21][C@@H:20]([N:25]2[CH:32]=[C:31]([F:33])[C:29](=[O:30])[NH:28][C:26]2=[O:27])[CH2:19]1)[C:11]1[CH:16]=[CH:15][CH:14]=[CH:13][CH:12]=1>N1C=CC=CC=1>[CH2:10]([O:17][C@@H:18]1[C@@H:22]([CH2:23][O:24][C:1](=[O:8])[C:2]2[CH:7]=[CH:6][CH:5]=[N:4][CH:3]=2)[O:21][C@@H:20]([N:25]2[CH:32]=[C:31]([F:33])[C:29](=[O:30])[NH:28][C:26]2=[O:27])[CH2:19]1)[C:11]1[CH:12]=[CH:13][CH:14]=[CH:15][CH:16]=1. Procedure details: A 0.21 g quantity of nicotinoyl chloride (hydrochloride) was added to a solution of 0.20 g of 3'-O-benzyl-2'-deoxy-5-fluorouridine in 10 ml of pyridine, and the mixture was left to stand at 80° C. for 3 hours. The solvent was distilled off and the residue was dissolved in 30 ml of ethyl acetate. The solution was washed twice with 20 ml of water. The ethyl acetate layer was dried on anhydrous sodium sulfate and concentrated. The concentrate was placed on a silica gel column and eluted with chloro... Reactants: O (H2O), NC1=NC=NN2C1=C(C=C2CCO)C2=CC(=C(C=C2)NC(=O)NC2=C(C=CC(=C2)C(F)(F)F)F)F (1-{4-[4-amino-7-(2-hydroxyethyl)pyrrolo[2,1-f][1,2,4]triazin-5-yl]-2-fluorophenyl}-3-[2-fluoro-5-(trifluoromethyl)phenyl]urea), C1=CC=C(C=C1)P(C2=CC=CC=C2)C3=CC=CC=C3 (Ph3P), C(Br)(Br)(Br)Br (CBr4). Solvent: C1CCOC1 (THF). Conditions: time 24 hour. The product is NC1=NC=NN2C1=C(C=C2CCBr)C2=CC(=C(C=C2)NC(=O)NC2=C(C=CC(=C2)C(F)(F)F)F)F (1-{4-[4-amino-7-(2-bromoethyl)pyrrolo[2,1-f][1,2,4]triazin-5-yl]-2-fluorophenyl}-3-[2-fluoro-5-(trifluoromethyl)phenyl]urea). Isolated yield 110.8%. As a reaction SMILES: [NH2:1][C:2]1[C:7]2=[C:8]([C:14]3[CH:19]=[CH:18][C:17]([NH:20][C:21]([NH:23][C:24]4[CH:29]=[C:28]([C:30]([F:33])([F:32])[F:31])[CH:27]=[CH:26][C:25]=4[F:34])=[O:22])=[C:16]([F:35])[CH:15]=3)[CH:9]=[C:10]([CH2:11][CH2:12]O)[N:6]2[N:5]=[CH:4][N:3]=1.C(Br)(Br)(Br)[Br:37].C1C=CC(P(C2C=CC=CC=2)C2C=CC=CC=2)=CC=1.O>C1COCC1>[NH2:1][C:2]1[C:7]2=[C:8]([C:14]3[CH:19]=[CH:18][C:17]([NH:20][C:21]([NH:23][C:24]4[CH:29]=[C:28]([C:30]([F:33])([F:32])[F:31])[CH:27]=[CH:26][C:25]=4[F:34])=[O:22])=[C:16]([F:35])[CH:15]=3)[CH:9]=[C:10]([CH2:11][CH2:12][Br:37])[N:6]2[N:5]=[CH:4][N:3]=1. Procedure details: To a suspension of 1-{4-[4-amino-7-(2-hydroxyethyl)pyrrolo[2,1-f][1,2,4]triazin-5-yl]-2-fluorophenyl}-3-[2-fluoro-5-(trifluoromethyl)phenyl]urea (1.28 g, 2.60 mmol) in anhyrous THF (32 ml) at 0° C. was added CBr4 (1.03 g, 3.1 mmol)) followed by Ph3P (0.75 g, 2.9 mmol) and the reaction was stirred at rt for 24 h. The reaction mixture was poured into H2O (100 ml) and extracted with 150 ml EtOAc. The organic layer was washed with satd. aq NaHCO3, brine and dried over Na2SO4 and was concentrated to ... Starting materials: Nc1ncnc2c1ncn2C1CC(CCOCc2ccccc2)C1, CO, ClCCl, N. Yields the product Nc1ncnc2c1ncn2C1CC(CCO)C1. RXN SMILES: [CH2:1]([c:2]1[cH:3][cH:4][cH:5][cH:6][cH:7]1)[O:8][CH2:9][CH2:10][CH:11]1[CH2:12][CH:13]([n:15]2[c:16]3[n:17][cH:18][n:19][c:20]([NH2:24])[c:21]3[n:22][cH:23]2)[CH2:14]1.[CH3:26][OH:27].[Cl:28][CH2:29][Cl:30].[NH3:25]>>[OH:8][CH2:9][CH2:10][CH:11]1[CH2:12][CH:13]([n:15]2[c:16]3[n:17][cH:18][n:19][c:20]([NH2:24])[c:21]3[n:22][cH:23]2)[CH2:14]1. The reactants are CCOC(=O)NN, O=CCCl, O. Product: CCOC(=O)NN=CCCl. As a reaction SMILES: [CH2:5]([CH3:6])[O:7][C:8](=[O:9])[NH:10][NH2:11].[Cl:1][CH2:2][CH:3]=[O:4].[OH2:12]>>[Cl:1][CH2:2][CH:3]=[N:11][NH:10][C:8]([O:7][CH2:5][CH3:6])=[O:9]. Reactants: ClCC=1OC(=NN1)C (2-chloromethyl-5-methyl-1,3,4-oxadiazole), ice water, O(C1=CC=CC=C1)C1=CC=C(C=C1)O (4-phenoxyphenol), C([O-])([O-])=O.[K+].[K+] (potassium carbonate). The solvent is CN(C=O)C (dimethylformamide), CN(C=O)C (dimethylformamide). Run at temperature 20 celsius, time 8 hour. The product is CC1=NN=C(O1)COC1=CC=C(C=C1)OC1=CC=CC=C1 (5-methyl-2-[(4-phenoxyphenoxy)-methyl]-1,3,4-oxadiazole). Yield: 85.4%. Reaction SMILES: [O:1]([C:8]1[CH:13]=[CH:12][C:11]([OH:14])=[CH:10][CH:9]=1)[C:2]1[CH:7]=[CH:6][CH:5]=[CH:4][CH:3]=1.C(=O)([O-])[O-].[K+].[K+].Cl[CH2:22][C:23]1[O:24][C:25]([CH3:28])=[N:26][N:27]=1>CN(C)C=O>[CH3:28][C:25]1[O:24][C:23]([CH2:22][O:14][C:11]2[CH:10]=[CH:9][C:8]([O:1][C:2]3[CH:7]=[CH:6][CH:5]=[CH:4][CH:3]=3)=[CH:13][CH:12]=2)=[N:27][N:26]=1 |f:1.2.3|. Procedure details: 9.3 g of 4-phenoxyphenol and 9 g of potassium carbonate are stirred in 75 ml of anhydrous dimethylformamide for 1 hour at 80° C. Subsequently, 6.6 g of 2-chloromethyl-5-methyl-1,3,4-oxadiazole in 20 ml of anhydrous dimethylformamide is dripped in. The mixture is stirred for 10 hours at 80° C. and at room temperature (approx. 20° C.) overnight. The mixture is then stirred into 500 ml of ice water and extracted three times with ethyl acetate. After drying over sodium sulfate and removal of the sol...